This data is from the Open Reaction Database (ORD), a public repository of structured organic reaction records. The task is: describe an organic reaction: reactants, conditions, products, and yield The reactants are CC(C)(C)OC(=O)COc1ccc(C(=O)OCc2ccccc2)cc1, CO, [H][H]. Yields the product CC(C)(C)OC(=O)COc1ccc(C(=O)O)cc1. As a reaction SMILES: [C:1]([CH3:2])([CH3:3])([CH3:4])[O:5][C:6]([CH2:7][O:8][c:9]1[cH:10][cH:11][c:12]([C:13](=[O:14])[O:15][CH2:16][c:17]2[cH:18][cH:19][cH:20][cH:21][cH:22]2)[cH:23][cH:24]1)=[O:25].[CH3:28][OH:29].[H:26][H:27]>>[C:1]([CH3:2])([CH3:3])([CH3:4])[O:5][C:6]([CH2:7][O:8][c:9]1[cH:10][cH:11][c:12]([C:13](=[O:14])[OH:15])[cH:23][cH:24]1)=[O:25].